From a dataset of the Open Reaction Database (ORD), a public repository of structured organic reaction records. describe an organic reaction: reactants, conditions, products, and yield Reactants: CC(=O)N(CCCCCNC(=O)CCC(=O)N(CCCCCNC(=O)CCC(=O)N(CCCCCN)O)O)O.CS(=O)(=O)O (Desferal), [Cl-].[Zn+2].[Cl-] (zinc chloride), [Cl-].[Zn+2].[Cl-] (zinc chloride), [Cl-].[Zn+2].[Cl-] (zinc chloride). The product is [Zn].CC(=O)N(CCCCCNC(=O)CCC(=O)N(CCCCCNC(=O)CCC(=O)N(CCCCCN)O)O)O.CS(=O)(=O)O (Zn Desferal). As a reaction SMILES: [CH3:1][C:2]([N:4]([OH:39])[CH2:5][CH2:6][CH2:7][CH2:8][CH2:9][NH:10][C:11]([CH2:13][CH2:14][C:15]([N:17]([OH:38])[CH2:18][CH2:19][CH2:20][CH2:21][CH2:22][NH:23][C:24]([CH2:26][CH2:27][C:28]([N:30]([OH:37])[CH2:31][CH2:32][CH2:33][CH2:34][CH2:35][NH2:36])=[O:29])=[O:25])=[O:16])=[O:12])=[O:3].[CH3:40][S:41]([OH:44])(=[O:43])=[O:42].[Cl-].[Zn+2:46].[Cl-]>>[Zn:46].[CH3:1][C:2]([N:4]([OH:39])[CH2:5][CH2:6][CH2:7][CH2:8][CH2:9][NH:10][C:11]([CH2:13][CH2:14][C:15]([N:17]([OH:38])[CH2:18][CH2:19][CH2:20][CH2:21][CH2:22][NH:23][C:24]([CH2:26][CH2:27][C:28]([N:30]([OH:37])[CH2:31][CH2:32][CH2:33][CH2:34][CH2:35][NH2:36])=[O:29])=[O:25])=[O:16])=[O:12])=[O:3].[CH3:40][S:41]([OH:44])(=[O:43])=[O:42] |f:0.1,2.3.4,5.6.7|. Procedure: A zinc chloride solution (7.6 mM) in sterile saline is prepared by dissolving 1.043 gm of high purity zinc chloride (Aldrich Chemical Co., Inc.) in one liter of saline, autoclaving and cooling to room temperature. 10 ml of the zinc chloride sterile solution is added to a vial of 500 mg of Desferal, the mixture is shaken until the contents are completely dissolved and used for either a bolus or continuous injection. The reactants are C(C)ON=C(C(=O)O)C1=NSC(=N1)NC=O (2-ethoxyimino-2-(5-formamido-1,2,4-thiadiazol-3-yl)acetic acid), aqueous solution, [OH-].[Na+] (sodium hydroxide), Cl (hydrochloric acid). The solvent is C(C)(=O)OCC (ethyl acetate). Reaction conditions: time 2 hour. The product is C(C)ON=C(C(=O)O)C1=NSC(=N1)N (2-ethoxyimino-2-(5-amino-1,2,4-thiadiazol-3-yl)acetic acid). The yield is 75.0%. As a reaction SMILES: [CH2:1]([O:3][N:4]=[C:5]([C:9]1[N:13]=[C:12]([NH:14]C=O)[S:11][N:10]=1)[C:6]([OH:8])=[O:7])[CH3:2].[OH-].[Na+].Cl>C(OCC)(=O)C>[CH2:1]([O:3][N:4]=[C:5]([C:9]1[N:13]=[C:12]([NH2:14])[S:11][N:10]=1)[C:6]([OH:8])=[O:7])[CH3:2] |f:1.2|. Procedure: A mixture of 2-ethoxyimino-2-(5-formamido-1,2,4-thiadiazol-3-yl)acetic acid (syn isomer) (4.4 g) and 1 N aqueous solution of sodium hydroxide (54 ml) was stirred for 2 hours at 50° to 55° C. The mixture was cooled in an ice bath, acidified with hydrochloric acid (5.4 ml) and extracred with ethyl acetate. The extract was dried over magnesium sulfate and evaporated to dryness. The residue was triturated with diethyl ether to give 2-ethoxyimino-2-(5-amino-1,2,4-thiadiazol-3-yl)acetic acid (syn isom... The reactants are BrC1=CN=C2N1N=C(C=C2N(C2=CC=CC=C2)CC2=CC=C(C=C2)OC)Cl (3-bromo-6-chloro-N-(4-methoxybenzyl)-N-phenylimidazo[1,2-b]pyridazin-8-amine), Tris(dibenzylidenaceton)dipalladium(0), CN(C)C=O (DMF). Reagents/catalysts: [C-]#N.[Zn+2].[C-]#N (zinc cyanide), C1(=CC=CC=C1)P([C-]1C=CC=C1)C1=CC=CC=C1.[C-]1(C=CC=C1)P(C1=CC=CC=C1)C1=CC=CC=C1.[Fe+2] (1,1′-Bis(diphenylphosphino)ferrocene). Run in C(C)(=O)OCC (ethyl acetate). Run at temperature 150 celsius. Product: ClC=1C=C(C=2N(N1)C(=CN2)C#N)N(C2=CC=CC=C2)CC2=CC=C(C=C2)OC (6-chloro-3-cyano-N-(4-methoxybenzyl)-N-phenylimidazo[1,2-b]pyridazin-8-amine). As a reaction SMILES: Br[C:2]1[N:6]2[N:7]=[C:8]([Cl:27])[CH:9]=[C:10]([N:11]([CH2:18][C:19]3[CH:24]=[CH:23][C:22]([O:25][CH3:26])=[CH:21][CH:20]=3)[C:12]3[CH:17]=[CH:16][CH:15]=[CH:14][CH:13]=3)[C:5]2=[N:4][CH:3]=1.[CH3:28][N:29](C=O)C>C(OCC)(=O)C.[C-]#N.[Zn+2].[C-]#N.C1(P(C2C=CC=CC=2)[C-]2C=CC=C2)C=CC=CC=1.[C-]1(P(C2C=CC=CC=2)C2C=CC=CC=2)C=CC=C1.[Fe+2]>[Cl:27][C:8]1[CH:9]=[C:10]([N:11]([CH2:18][C:19]2[CH:24]=[CH:23][C:22]([O:25][CH3:26])=[CH:21][CH:20]=2)[C:12]2[CH:17]=[CH:16][CH:15]=[CH:14][CH:13]=2)[C:5]2[N:6]([C:2]([C:28]#[N:29])=[CH:3][N:4]=2)[N:7]=1 |f:3.4.5,6.7.8|. Procedure details: A microwave vial was charged with 3-bromo-6-chloro-N-(4-methoxybenzyl)-N-phenylimidazo[1,2-b]pyridazin-8-amine (220 mg, 0.49 mmol) from step 1a, zinc cyanide (34.8 mg, 0.3 mmol), Tris(dibenzylidenaceton)dipalladium(0) (22.7 mg, 0.025 mmol), 1,1′-Bis(diphenylphosphino)ferrocene (19.8 mg, 0.036 mmol) and DMF (2 mL). The resulting mixture was heated in a microwave for 15 min at 150° C. The solution was cooled, diluted with ethyl acetate, washed with saturated LiCl solution, dried over anhydrous mag...